Dataset: the Open Reaction Database (ORD), a public repository of structured organic reaction records. Task: describe an organic reaction: reactants, conditions, products, and yield The reactants are Cc1cc([N+](=O)[O-])ccc1S(=O)(=O)Nc1cc(S(=O)(=O)O)cc2cc(S(=O)(=O)O)cc(S(=O)(=O)O)c12, O. Product: Cc1cc(N)ccc1S(=O)(=O)Nc1cc(S(=O)(=O)O)cc2cc(S(=O)(=O)O)cc(S(=O)(=O)O)c12. Reaction SMILES: [N+:1]([O-:2])(=[O:3])[c:4]1[cH:5][cH:6][c:7]([S:11](=[O:12])(=[O:13])[NH:14][c:15]2[cH:16][c:17]([S:33](=[O:34])(=[O:35])[OH:36])[cH:18][c:19]3[cH:20][c:21]([S:29](=[O:30])(=[O:31])[OH:32])[cH:22][c:23]([S:25](=[O:26])(=[O:27])[OH:28])[c:24]23)[c:8]([CH3:10])[cH:9]1.[OH2:37]>>[NH2:1][c:4]1[cH:5][cH:6][c:7]([S:11](=[O:12])(=[O:13])[NH:14][c:15]2[cH:16][c:17]([S:33](=[O:34])(=[O:35])[OH:36])[cH:18][c:19]3[cH:20][c:21]([S:29](=[O:30])(=[O:31])[OH:32])[cH:22][c:23]([S:25](=[O:26])(=[O:27])[OH:28])[c:24]23)[c:8]([CH3:10])[cH:9]1. The reactants are BrC1=NC=CC=C1F (2-bromo-3-fluoropyridine), FC1=C(C=C(C=C1)[N+](=O)[O-])B1OC(C(O1)(C)C)(C)C (2-(2-fluoro-5-nitrophenyl)-4,4,5,5-tetramethyl-[1,3,2]dioxaborolane), [F-].[K+] (potassium fluoride), O (water). The reagents and catalysts are C=1C=CC(=CC1)/C=C/C(=O)/C=C/C2=CC=CC=C2.C=1C=CC(=CC1)/C=C/C(=O)/C=C/C2=CC=CC=C2.C=1C=CC(=CC1)/C=C/C(=O)/C=C/C2=CC=CC=C2.[Pd].[Pd] (tris(dibenzylideneacetone)dipalladium(0)). Solvent: O1CCCC1 (tetrahydrofuran). Conditions: temperature 35 celsius, time 18 hour. Yields the product FC=1C(=NC=CC1)C1=C(C=CC(=C1)[N+](=O)[O-])F (3-fluoro-2-(2-fluoro-5-nitrophenyl)pyridine). The yield is 92.4%. As a reaction SMILES: Br[C:2]1[C:7]([F:8])=[CH:6][CH:5]=[CH:4][N:3]=1.[F:9][C:10]1[CH:15]=[CH:14][C:13]([N+:16]([O-:18])=[O:17])=[CH:12][C:11]=1B1OC(C)(C)C(C)(C)O1.[F-].[K+].O>O1CCCC1.C1C=CC(/C=C/C(/C=C/C2C=CC=CC=2)=O)=CC=1.C1C=CC(/C=C/C(/C=C/C2C=CC=CC=2)=O)=CC=1.C1C=CC(/C=C/C(/C=C/C2C=CC=CC=2)=O)=CC=1.[Pd].[Pd]>[F:8][C:7]1[C:2]([C:11]2[CH:12]=[C:13]([N+:16]([O-:18])=[O:17])[CH:14]=[CH:15][C:10]=2[F:9])=[N:3][CH:4]=[CH:5][CH:6]=1 |f:2.3,6.7.8.9.10|. Reported procedure: To 2-bromo-3-fluoropyridine (1.198 g, 6.807 mmol), prepared according to the procedure of Queguiner et al. (Tetrahedron, 1983, 39, 2009-21), and 2-(2-fluoro-5-nitrophenyl)-4,4,5,5-tetramethyl-[1,3,2]dioxaborolane (2.72 g, 10.2 mmol), in dry tetrahydrofuran (20 ml) under an atmosphere of nitrogen, was added potassium fluoride (2.0 g), water (1.0 ml) and tris(dibenzylideneacetone)dipalladium(0) (0.139 g). The mixture was thoroughly degassed, then a solution of tri-tert-butylphosphine (3.05 ml of a... Starting materials: ClC1=C(C=C(C(=C1)[N+](=O)[O-])OC)N1CCC(CC1)N1CCNCC1 (1-{-[2-chloro-5-(methyloxy)-4-nitrophenyl]-4-piperidinyl}piperazine), CS(=O)(=O)C=C (methylvinylsulfone), CS(=O)(=O)C=C (methylvinylsulfone), CS(=O)C (DMSO). The solvent is C1CCOC1 (THF). Reaction conditions: time 8 hour. The product is ClC1=C(C=C(C(=C1)[N+](=O)[O-])OC)N1CCC(CC1)N1CCN(CC1)CCS(=O)(=O)C (1-{1-[2-chloro-5-(methyloxy)-4-nitrophenyl]-4-piperidinyl}-4-[2-(methylsulfonyl)-ethyl]piperazine). Isolated yield 56.9%. RXN SMILES: [Cl:1][C:2]1[CH:7]=[C:6]([N+:8]([O-:10])=[O:9])[C:5]([O:11][CH3:12])=[CH:4][C:3]=1[N:13]1[CH2:18][CH2:17][CH:16]([N:19]2[CH2:24][CH2:23][NH:22][CH2:21][CH2:20]2)[CH2:15][CH2:14]1.[CH3:25][S:26]([CH:29]=[CH2:30])(=[O:28])=[O:27].CS(C)=O>C1COCC1>[Cl:1][C:2]1[CH:7]=[C:6]([N+:8]([O-:10])=[O:9])[C:5]([O:11][CH3:12])=[CH:4][C:3]=1[N:13]1[CH2:18][CH2:17][CH:16]([N:19]2[CH2:20][CH2:21][N:22]([CH2:30][CH2:29][S:26]([CH3:25])(=[O:28])=[O:27])[CH2:23][CH2:24]2)[CH2:15][CH2:14]1. Procedure: 1-{1-[2-Chloro-5-(methyloxy)-4-nitrophenyl]-4-piperidinyl}piperazine (Example 112, step D) (0.050 g, 1.41 mmol) was taken up in THF (10 mL) and methylvinylsulfone (0.371 mL, 4.23 mmol) was added. DMSO was added to solubilize the starting material. Reaction was stirred overnight at rt. Reaction was not complete and over the next 3 days, 30 equivalents more methylvinylsulfone were added. Reaction was then stirred over the weekend. Poured reaction mixture onto prepackaged silica gel cartridge, drie... The reactants are C(C)(C)[N-]C(C)C.[Li+] (lithium diisopropylamide), C(C)(C)NC(C)C (diisopropylamine), solution, C(CCC)[Li] (n-butyl lithium), ClC1=CC=C(C=C1)CC(=O)OCC (ethyl 4-chlorophenylacetate), ice water, CI (methyl iodide). The solvent is C1CCOC1 (THF), CCCCCC (hexane), C1CCOC1 (THF). Run at time 0.5 hour. The product is ClC1=CC=C(C=C1)C(C(=O)OCC)C (ethyl 2-(4-chlorophenyl)propionate). RXN SMILES: [CH:1]([N-]C(C)C)(C)C.[Li+].C(NC(C)C)(C)C.C([Li])CCC.[Cl:21][C:22]1[CH:27]=[CH:26][C:25]([CH2:28][C:29]([O:31][CH2:32][CH3:33])=[O:30])=[CH:24][CH:23]=1.CI>C1COCC1.CCCCCC>[Cl:21][C:22]1[CH:23]=[CH:24][C:25]([CH:28]([CH3:1])[C:29]([O:31][CH2:32][CH3:33])=[O:30])=[CH:26][CH:27]=1 |f:0.1|. Procedure details: To a solution of lithium diisopropylamide (LDA) in THF (1 liter), which had been prepared from diisopropylamine (52 g) and a 1.6 M solution of n-butyl lithium in hexane (319 ml), was added dropwise a solution of ethyl 4-chlorophenylacetate (97.3 g) in THF (100 ml) at a temperature of -45° to -40° C. under an atmosphere of nitrogen gas. At the same temperature, the reaction mixture was stirred for 0.5 hours, and methyl iodide (73 g) was added dropwise thereto, followed by allowing the temperature... Reactants: CCOC(=O)C (EtOAc), C(CCC)[Li] (n-butyllithium), BrC=1C=C(C(=NC1)C#C[Si](C)(C)C(C)(C)C)F (5-bromo-2-[(tert-butyldimethylsilanyl)ethynyl]-3-fluoropyridine), CC1CCC(CC1)=O (4-methylcyclohexanone). Solvent: C(C)OCC (diethyl ether). Conditions: time 2 minute. Product: [Si](C)(C)(C(C)(C)C)C#CC1=C(C=C(C=N1)C1(CCC(CC1)C)O)F (1-{6-[(tert-butyldimethylsilanyl)ethynyl]-5-fluoropyridin-3-yl}-4-methylcyclohexanol). RXN SMILES: C([Li])CCC.Br[C:7]1[CH:8]=[C:9]([F:22])[C:10]([C:13]#[C:14][Si:15]([C:18]([CH3:21])([CH3:20])[CH3:19])([CH3:17])[CH3:16])=[N:11][CH:12]=1.[CH3:23][CH:24]1[CH2:29][CH2:28][C:27](=[O:30])[CH2:26][CH2:25]1.CCOC(C)=O>C(OCC)C>[Si:15]([C:14]#[C:13][C:10]1[N:11]=[CH:12][C:7]([C:27]2([OH:30])[CH2:28][CH2:29][CH:24]([CH3:23])[CH2:25][CH2:26]2)=[CH:8][C:9]=1[F:22])([C:18]([CH3:21])([CH3:20])[CH3:19])([CH3:17])[CH3:16]. Procedure: Under an argon atmosphere 9.38 mL (15.0 mmol, 1.6 M) of n-butyllithium was slowly added to a solution of 4.71 g (15.0 mmol) of 5-bromo-2-[(tert-butyldimethylsilanyl)ethynyl]-3-fluoropyridine in 100 mL of diethyl ether at −70° C., so that the internal temperature did not rise above −65° C. After 2 minutes, 1.84 mL (15.0 mmol) of 4-methylcyclohexanone was added and then the cooling bath was removed. The reaction solution was heated to RT and then combined with 50 mL of aqueous saturated ammonium c... Starting materials: C(CC(=O)OCC)(=O)OCC (diethyl malonate), N1=C(C(=CC=C1)N)N (pyridine-2,3-diamine), O (water). Reagents/catalysts: [O-]S(=O)(=O)C(F)(F)F.[Yb+3].[O-]S(=O)(=O)C(F)(F)F.[O-]S(=O)(=O)C(F)(F)F (Ytterbium(III) triflate). Run at temperature 80 celsius, time 2 hour. Yields the product N1C2=C(NC(C1=O)=O)N=CC=C2 (pyrido[3,2-b]pyrazine-2,3(1H,4H)-dione). Isolated yield 80.0%. As a reaction SMILES: C([O:9][CH2:10][CH3:11])(=O)CC(OCC)=O.[N:12]1[CH:17]=[CH:16][CH:15]=[C:14]([NH2:18])[C:13]=1[NH2:19].[OH2:20]>[O-]S(C(F)(F)F)(=O)=O.[Yb+3].[O-]S(C(F)(F)F)(=O)=O.[O-]S(C(F)(F)F)(=O)=O>[NH:18]1[C:11](=[O:20])[C:10](=[O:9])[NH:19][C:13]2[N:12]=[CH:17][CH:16]=[CH:15][C:14]1=2 |f:3.4.5.6|. Reported procedure: Ytterbium(III) triflate [Yb(OTf)3] (853 mg, 1.38 mmol) and diethyl malonate (7.5 mL, 55.0 mmol) were added to pyridine-2,3-diamine (3.00 g, 27.5 mmol) and the mixture was stirred at 80° C. for 2 hours. After water was added to the reaction mixture, the resulting solid was collected by filtration, washed with ethanol and dried under reduced pressure. Thus, pyrido[3,2-b]pyrazine-2,3(1H,4H)-dione (3.58 g, yield: 80%) was obtained.